Dataset: the Open Reaction Database (ORD), a public repository of structured organic reaction records. Task: describe an organic reaction: reactants, conditions, products, and yield Starting materials: [Li]CCCC, COCOC, Cl, Cc1c(F)c(F)cc(F)c1F, O=C=O, O. Yields the product Cc1c(F)c(F)c(C(=O)O)c(F)c1F. As a reaction SMILES: [CH2:1]([Li:2])[CH2:3][CH2:4][CH3:5].[CH3:21][O:22][CH2:23][O:24][CH3:25].[ClH:20].[F:6][c:7]1[c:8]([CH3:16])[c:9]([F:15])[c:10]([F:14])[cH:11][c:12]1[F:13].[O:17]=[C:18]=[O:19].[OH2:26]>>[F:6][c:7]1[c:8]([CH3:16])[c:9]([F:15])[c:10]([F:14])[c:11]([C:18](=[O:17])[OH:19])[c:12]1[F:13]. The reactants are CC[N+]1(C)CCC(=O)CC1, [I-], COc1cc(C(F)(F)F)cc(SC)c1C(=O)NC1CCCC1N. Product: COc1cc(C(F)(F)F)cc(SC)c1C(=O)NC1CCCC1N1CCC(=O)CC1. Reaction SMILES: [CH2:25]([N+:26]1([CH3:27])[CH2:28][CH2:29][C:30](=[O:33])[CH2:31][CH2:32]1)[CH3:34].[I-:24].[NH2:1][CH:2]1[CH:3]([NH:7][C:8]([c:9]2[c:10]([O:21][CH3:22])[cH:11][c:12]([C:17]([F:18])([F:19])[F:20])[cH:13][c:14]2[S:15][CH3:16])=[O:23])[CH2:4][CH2:5][CH2:6]1>>[N:1]1([CH:2]2[CH:3]([NH:7][C:8]([c:9]3[c:10]([O:21][CH3:22])[cH:11][c:12]([C:17]([F:18])([F:19])[F:20])[cH:13][c:14]3[S:15][CH3:16])=[O:23])[CH2:4][CH2:5][CH2:6]2)[CH2:28][CH2:29][C:30](=[O:33])[CH2:31][CH2:32]1. Product: NC1=CC(=C(C(=O)NCC2CCN(CC2)CCCCCCOC2=CC=CC=C2)C=C1Cl)OC (4-amino-5-chloro-2-methoxy-N-((1-(6-phenoxyhexyl)piperidin-4-yl)methyl)benzamide). The reactants are Cl.Cl.NC1=CC(=C(C(=O)NCC2CCNCC2)C=C1Cl)OC (4-Amino-5-chloro-2-methoxy-N-(piperidin-4-ylmethyl)benzamide dihydrochloride), O(C1=CC=CC=C1)CCCCCCBr (6-phenoxyhexyl bromide). Procedure: 4-Amino-5-chloro-2-methoxy-N-(piperidin-4-ylmethyl)benzamide dihydrochloride as starting compound and 6-phenoxyhexyl bromide (1.56 g) were reacted and treated in the same manner as in Example 168 to give 0.78 g of 4-amino-5-chloro-2-methoxy-N-((1-(6-phenoxyhexyl)piperidin-4-yl)methyl)benzamide. RXN SMILES: Cl.Cl.[NH2:3][C:4]1[C:19]([Cl:20])=[CH:18][C:7]([C:8]([NH:10][CH2:11][CH:12]2[CH2:17][CH2:16][NH:15][CH2:14][CH2:13]2)=[O:9])=[C:6]([O:21][CH3:22])[CH:5]=1.[O:23]([CH2:30][CH2:31][CH2:32][CH2:33][CH2:34][CH2:35]Br)[C:24]1[CH:29]=[CH:28][CH:27]=[CH:26][CH:25]=1>>[NH2:3][C:4]1[C:19]([Cl:20])=[CH:18][C:7]([C:8]([NH:10][CH2:11][CH:12]2[CH2:13][CH2:14][N:15]([CH2:35][CH2:34][CH2:33][CH2:32][CH2:31][CH2:30][O:23][C:24]3[CH:25]=[CH:26][CH:27]=[CH:28][CH:29]=3)[CH2:16][CH2:17]2)=[O:9])=[C:6]([O:21][CH3:22])[CH:5]=1 |f:0.1.2|. RXN SMILES: [Cl:1][C:2]1[CH:7]=[CH:6][C:5]([C:8]2[O:12][C:11]([CH2:13][N:14]3C(=O)C4=CC=CC=C4C3=O)=[N:10][CH:9]=2)=[CH:4][CH:3]=1.O.NN>C(O)C>[ClH:1].[NH2:14][CH2:13][C:11]1[O:12][C:8]([C:5]2[CH:6]=[CH:7][C:2]([Cl:1])=[CH:3][CH:4]=2)=[CH:9][N:10]=1 |f:1.2,4.5|. Run in C(C)O (ethanol). Isolated yield 154.5%. Procedure details: A solution of 3.4 g of N-[5-(4-chlorophenyl)-2-oxazolyl]methylphthalimide and 0.55 g of 100% hydrazine hydrate in 50 ml of ethanol was heated at reflux for one hour. At the end of this period, the formed precipitate was filtered off, and the filtrate was evaporated to dryness in vacuo. The residue was shaken with 2N HCl - chloroform and the 2N HCl - layer was evaporated to dryness under vacuo. The residue was recrystallized from ethanol to give 1.9 g (78 percent) of 2-aminomethyl-5-(4-chlorophen... The product is Cl.NCC=1OC(=CN1)C1=CC=C(C=C1)Cl (2-aminomethyl-5-(4-chlorophenyl) oxazole hydrochloride). Starting materials: ClC1=CC=C(C=C1)C1=CN=C(O1)CN1C(C=2C(C1=O)=CC=CC2)=O (N-[5-(4-chlorophenyl)-2-oxazolyl]methylphthalimide), O.NN (hydrazine hydrate). Procedure details: To a solution of crude 3-(benzyloxy)-5-[4-chloro-3-(trifluoromethyl)phenyl]-1-(difluoromethyl)pyridin-2(1H)-one (58 mg) in CH2Cl2 (1 mL) was added ethanethiol (0.050 mL, 0.675 mmol) then BF3—OEt2 (0.086 mL, 0.675 mmol) at RT. After 3 h the mixture was diluted with MeOH and concentrated. The residue was taken up in DMSO:H2O and purified by preparative reversed-phase HPLC (20×150 mm Waters Sunfire (0.1% TFA), 5-70% CH3CN/water over 20 min at 20 mL/min) to give the title compound (22 mg, 48%) as an... Yield: 48.0%. Reactants: C(C1=CC=CC=C1)OC=1C(N(C=C(C1)C1=CC(=C(C=C1)Cl)C(F)(F)F)C(F)F)=O (3-(benzyloxy)-5-[4-chloro-3-(trifluoromethyl)phenyl]-1-(difluoromethyl)pyridin-2(1H)-one), C(C)S (ethanethiol), B(F)(F)F.O(CC)CC (BF3 OEt2). The product is ClC1=C(C=C(C=C1)C=1C=C(C(N(C1)C(F)F)=O)O)C(F)(F)F (5-[4-Chloro-3-(trifluoromethyl)phenyl]-1-(difluoromethyl)-3-hydroxypyridin-2(1H)-one). Solvent: CO (MeOH), C(Cl)Cl (CH2Cl2). Reaction SMILES: C([O:8][C:9]1[C:10](=[O:29])[N:11]([CH:26]([F:28])[F:27])[CH:12]=[C:13]([C:15]2[CH:20]=[CH:19][C:18]([Cl:21])=[C:17]([C:22]([F:25])([F:24])[F:23])[CH:16]=2)[CH:14]=1)C1C=CC=CC=1.C(S)C.B(F)(F)F.O(CC)CC>C(Cl)Cl.CO>[Cl:21][C:18]1[CH:19]=[CH:20][C:15]([C:13]2[CH:14]=[C:9]([OH:8])[C:10](=[O:29])[N:11]([CH:26]([F:28])[F:27])[CH:12]=2)=[CH:16][C:17]=1[C:22]([F:25])([F:23])[F:24] |f:2.3|. Starting materials: C1CNCCN1, C1CCC2=NCCCN2CC1, COc1ccc2onc(Cl)c2c1, ClCCl. Product: COc1ccc2onc(N3CCNCC3)c2c1. RXN SMILES: [CH2:13]1[CH2:14][NH:15][CH2:16][CH2:17][NH:18]1.[CH2:19]1[CH2:20][CH2:21][C:22]2=[N:27][CH2:26][CH2:25][CH2:24][N:23]2[CH2:28][CH2:29]1.[CH3:1][O:2][c:3]1[cH:4][cH:5][c:6]2[c:7]([c:8]([Cl:11])[n:9][o:10]2)[cH:12]1.[Cl:30][CH2:31][Cl:32]>>[CH3:1][O:2][c:3]1[cH:4][cH:5][c:6]2[c:7]([c:8]([N:15]3[CH2:14][CH2:13][NH:18][CH2:17][CH2:16]3)[n:9][o:10]2)[cH:12]1. The reactants are BrCCBr, BrCCc1ccccc1, CN1c2ccncc2N=Cc2cccn21, CCOCC, [Cl-], [Mg], [NH4+], C1CCOC1. The product is CN1c2ccncc2NC(CCc2ccccc2)c2cccn21. Reaction SMILES: [Br:2][CH2:3][CH2:4][Br:5].[Br:6][CH2:7][CH2:8][c:9]1[cH:10][cH:11][cH:12][cH:13][cH:14]1.[CH3:15][N:16]1[n:17]2[c:18]([cH:27][cH:28][cH:29]2)[CH:19]=[N:20][c:21]2[c:22]1[cH:23][cH:24][n:25][cH:26]2.[CH3:32][CH2:33][O:34][CH2:35][CH3:36].[Cl-:30].[Mg:1].[NH4+:31].[O:37]1[CH2:38][CH2:39][CH2:40][CH2:41]1>>[CH2:7]([CH2:8][c:9]1[cH:10][cH:11][cH:12][cH:13][cH:14]1)[CH:19]1[c:18]2[n:17]([cH:29][cH:28][cH:27]2)[N:16]([CH3:15])[c:22]2[c:21]([cH:26][n:25][cH:24][cH:23]2)[NH:20]1. Reactants: C(C)O (ethanol), BrC=1C(=C(C(=NC1)OC)[N+](=O)[O-])C (5-bromo-2-methoxy-4-methyl-3-nitropyridine), C(C(=O)OCC)(=O)OCC (diethyl oxalate), [O-]CC.[K+] (potassium ethoxide). The solvent is CCOCC (ether), hexanes, C(C)(=O)OCC (ethyl acetate). Conditions: temperature 45 celsius. The product is BrC=1C(=C(C(=NC1)OC)[N+](=O)[O-])\C=C(\C(=O)OCC)/O ((Z)-ethyl 3-(5-bromo-2-methoxy-3-nitropyridin-4-yl)-2-hydroxyacrylate). Isolated yield 45.6%. Reaction SMILES: C(O)C.[Br:4][C:5]1[C:6]([CH3:16])=[C:7]([N+:13]([O-:15])=[O:14])[C:8]([O:11][CH3:12])=[N:9][CH:10]=1.[C:17](OCC)(=[O:23])[C:18]([O:20][CH2:21][CH3:22])=[O:19].[O-]CC.[K+]>C(OCC)(=O)C.CCOCC>[Br:4][C:5]1[C:6](/[CH:16]=[C:17](\[OH:23])/[C:18]([O:20][CH2:21][CH3:22])=[O:19])=[C:7]([N+:13]([O-:15])=[O:14])[C:8]([O:11][CH3:12])=[N:9][CH:10]=1 |f:3.4|. Procedure: To a solution of ethanol (15 mL) and ether (150 mL) were added 5-bromo-2-methoxy-4-methyl-3-nitropyridine (14.82 g, 60 mmol), diethyl oxalate (13.15 g, 90 mmol), and potassium ethoxide (6.06 g, 72 mmol). The reaction mixture was heated at 45° C. for 24 hours. During the reaction, the flask was shaken by hand several times. After cooling, the reaction mixture was partitioned between water and ethyl acetate. The aqueous layer was extracted with additional ethyl acetate three times. The combined or... The reactants are N#N (N2), CC1(OCCO1)C1=CN=C(O1)CN1N=C(C=C1)[N+](=O)[O-] (5-(2-methyl-[1,3]dioxolan-2-yl)-2-(3-nitro-pyrazol-1-ylmethyl)-oxazole), [NH4+].[Cl-] (NH4Cl). Reagents/catalysts: [Fe] (iron). The solvent is CCO (EtOH), O (water). Conditions: temperature 85 celsius, time 15 minute. Yields the product CC1(OCCO1)C1=CN=C(O1)CN1N=C(C=C1)N (1-[5-(2-Methyl-[1,3]dioxolan-2-yl)-oxazol-2-ylmethyl]-1H-pyrazol-3-ylamine). As a reaction SMILES: N#N.[CH3:3][C:4]1([C:9]2[O:13][C:12]([CH2:14][N:15]3[CH:19]=[CH:18][C:17]([N+:20]([O-])=O)=[N:16]3)=[N:11][CH:10]=2)[O:8][CH2:7][CH2:6][O:5]1.[NH4+].[Cl-]>CCO.O.[Fe]>[CH3:3][C:4]1([C:9]2[O:13][C:12]([CH2:14][N:15]3[CH:19]=[CH:18][C:17]([NH2:20])=[N:16]3)=[N:11][CH:10]=2)[O:8][CH2:7][CH2:6][O:5]1 |f:2.3|. Procedure details: In a flame dried round-bottomed flask equipped with a magnetic stir bar and under inert atmosphere (N2), a solution of 5-(2-methyl-[1,3]dioxolan-2-yl)-2-(3-nitro-pyrazol-1-ylmethyl)-oxazole (23 mg, 0.08 mmol), iron powder (14 mg, 0.25 mmol) and NH4Cl (22 mg, 0.41 mmol) in a mixture of EtOH (1.0 mL) and water (0.5 mL) was stirred at 85° C. for 15 min. The reaction mixture was filtered while hot, dried over MgSO4, filtered, and the solvents were removed under reduced pressure to give the title com...